From a dataset of the Open Reaction Database (ORD), a public repository of structured organic reaction records. describe an organic reaction: reactants, conditions, products, and yield The reactants are Cc1cc(C(=O)O)cc(C(=O)O)c1, O=S(Cl)Cl, c1ccncc1. The product is Cc1cc(C(=O)O)cc(C(=O)O)c1, [Cl-]. As a reaction SMILES: [C:1]([c:2]1[cH:3][c:4]([C:5](=[O:6])[OH:7])[cH:8][c:9]([CH3:10])[cH:11]1)(=[O:12])[OH:13].[S:14]([Cl:15])([Cl:16])=[O:17].[cH:18]1[cH:19][cH:20][n:21][cH:22][cH:23]1>>[C:1]([c:2]1[cH:3][c:4]([C:5](=[O:6])[OH:7])[cH:8][c:9]([CH3:10])[cH:11]1)(=[O:12])[OH:13].[Cl-:16].